From a dataset of the Open Reaction Database (ORD), a public repository of structured organic reaction records. describe an organic reaction: reactants, conditions, products, and yield Starting materials: [BH4-].[Na+] (Sodium borohydride), Cl (hydrochloric acid), [OH-].[Na+] (Sodium hydroxide), FC1=C(OC=2C=C(C=O)C=CC2)C=CC(=C1)F (3-(2,4-difluorophenoxy)benzaldehyde). Run in CO (methanol), O (water). Conditions: temperature 0 celsius, time 30 minute. The product is FC1=C(OC=2C=C(CO)C=CC2)C=CC(=C1)F (3-(2,4-difluorophenoxy)benzyl alcohol). RXN SMILES: [OH-].[Na+].[F:3][C:4]1[CH:18]=[C:17]([F:19])[CH:16]=[CH:15][C:5]=1[O:6][C:7]1[CH:8]=[C:9]([CH:12]=[CH:13][CH:14]=1)[CH:10]=[O:11].[BH4-].[Na+].Cl>CO.O>[F:3][C:4]1[CH:18]=[C:17]([F:19])[CH:16]=[CH:15][C:5]=1[O:6][C:7]1[CH:8]=[C:9]([CH:12]=[CH:13][CH:14]=1)[CH2:10][OH:11] |f:0.1,3.4|. Reported procedure: Sodium hydroxide solution (2 molar, 0.5 cm3) was added to a solution of 3-(2,4-difluorophenoxy)benzaldehyde (2 g) in methanol (20 cm3) and the mixture was cooled to 0° C. Sodium borohydride (0.5 g) was added, and the mixture stirred for 30 minutes. After this time, water was added, and the mixture acidified to pH 4 by addition of dilute hydrochloric acid. This mixture was extracted with diethyl ether (5×50 cm3). The combined organic layers were dried over anhydrous sodium sulphate, and the solve... Starting materials: BrC=1C=C2C(=NC1)N(N=C2C)CC2=CC=C(C=C2)OC (5-bromo-1-(4-methoxybenzyl)-3-methyl-1H-pyrazolo[3,4-b]pyridine), FC=1C=C(N)C=CC1N1CCN(CC1)C (3-fluoro-4-(4-methylpiperazin-1-yl)aniline), N#N (N2), C(C)(C)(C)O[K] (tert-BuOK), C=1C=CC(=CC1)P(C=2C=CC=CC2)C3=CC=C4C=CC=CC4=C3C5=C6C=CC=CC6=CC=C5P(C=7C=CC=CC7)C=8C=CC=CC8 (BINAP). Reagents/catalysts: C=1C=CC(=CC1)/C=C/C(=O)/C=C/C2=CC=CC=C2.C=1C=CC(=CC1)/C=C/C(=O)/C=C/C2=CC=CC=C2.C=1C=CC(=CC1)/C=C/C(=O)/C=C/C2=CC=CC=C2.[Pd].[Pd] (Pd2(dba)3). The solvent is C(Cl)(Cl)Cl (CHCl3), O1CCOCC1 (1,4-dioxane). Conditions: temperature 90 celsius. Yields the product FC=1C=C(C=CC1N1CCN(CC1)C)NC=1C=C2C(=NC1)N(N=C2C)CC2=CC=C(C=C2)OC (N-(3-fluoro-4-(4-methylpiperazin-1-yl)phenyl)-1-(4-methoxybenzyl)-3-methyl-1H-pyrazolo[3,4-b]pyridin-5-amine). RXN SMILES: Br[C:2]1[CH:3]=[C:4]2[C:10]([CH3:11])=[N:9][N:8]([CH2:12][C:13]3[CH:18]=[CH:17][C:16]([O:19][CH3:20])=[CH:15][CH:14]=3)[C:5]2=[N:6][CH:7]=1.[F:21][C:22]1[CH:23]=[C:24]([CH:26]=[CH:27][C:28]=1[N:29]1[CH2:34][CH2:33][N:32]([CH3:35])[CH2:31][CH2:30]1)[NH2:25].N#N.C(O[K])(C)(C)C.C1C=CC(P(C2C(C3C(P(C4C=CC=CC=4)C4C=CC=CC=4)=CC=C4C=3C=CC=C4)=C3C(C=CC=C3)=CC=2)C2C=CC=CC=2)=CC=1>O1CCOCC1.C(Cl)(Cl)Cl.C1C=CC(/C=C/C(/C=C/C2C=CC=CC=2)=O)=CC=1.C1C=CC(/C=C/C(/C=C/C2C=CC=CC=2)=O)=CC=1.C1C=CC(/C=C/C(/C=C/C2C=CC=CC=2)=O)=CC=1.[Pd].[Pd]>[F:21][C:22]1[CH:23]=[C:24]([NH:25][C:2]2[CH:3]=[C:4]3[C:10]([CH3:11])=[N:9][N:8]([CH2:12][C:13]4[CH:18]=[CH:17][C:16]([O:19][CH3:20])=[CH:15][CH:14]=4)[C:5]3=[N:6][CH:7]=2)[CH:26]=[CH:27][C:28]=1[N:29]1[CH2:30][CH2:31][N:32]([CH3:35])[CH2:33][CH2:34]1 |f:7.8.9.10.11|. Procedure: A stirred solution of 5-bromo-1-(4-methoxybenzyl)-3-methyl-1H-pyrazolo[3,4-b]pyridine (7) (100 mg, 0.301 mmol) and 3-fluoro-4-(4-methylpiperazin-1-yl)aniline (168) (77 mg, 0.33 mmol, 1.1 eq) in 1,4-dioxane (10 mL) was degassed and purged with N2 for 10 min. tert-BuOK (101 mg, 0.903 mmol, 3.0 eq) was added and the reaction mixture purged and degassed again. To this reaction mixture was added ±BINAP (8 mg, 0.00301 mmol, 0.01 eq) and Pd2(dba)3 (11 mg, 0.0012 mmol, 0.04 eq) and the resulting reactio...